This data is from the Open Reaction Database (ORD), a public repository of structured organic reaction records. The task is: describe an organic reaction: reactants, conditions, products, and yield Reactants: [N+](=O)([O-])C1=CC=C(C(=O)OC)C=C1 (methyl 4-nitrobenzoate), O(C1=CC=CC=C1)C1=CC=C(C=C1)O (4-phenoxyphenol), C1(=CC=CC=C1)C (toluene), CC(C)([O-])C.[K+] (potassium t-butoxide). The solvent is CN(C=O)C (N,N-dimethylformamide), CN(C=O)C (N,N-dimethylformamide). Product: O(C1=CC=CC=C1)C1=CC=C(OC2=CC=C(C(=O)OC)C=C2)C=C1 (Methyl 4-(4-phenoxyphenoxy)benzoate). Yield: 82.0%. Reaction SMILES: [O:1]([C:8]1[CH:13]=[CH:12][C:11]([OH:14])=[CH:10][CH:9]=1)[C:2]1[CH:7]=[CH:6][CH:5]=[CH:4][CH:3]=1.C1(C)C=CC=CC=1.CC(C)([O-])C.[K+].[N+]([C:31]1[CH:40]=[CH:39][C:34]([C:35]([O:37][CH3:38])=[O:36])=[CH:33][CH:32]=1)([O-])=O>CN(C)C=O>[O:1]([C:8]1[CH:9]=[CH:10][C:11]([O:14][C:31]2[CH:40]=[CH:39][C:34]([C:35]([O:37][CH3:38])=[O:36])=[CH:33][CH:32]=2)=[CH:12][CH:13]=1)[C:2]1[CH:7]=[CH:6][CH:5]=[CH:4][CH:3]=1 |f:2.3|. Procedure details: Methyl 4-(4-phenoxyphenoxy)benzoate is synthesized as follows. A mixture of 15.00 g (80.6 mmol) of 4-phenoxyphenol, 130 ml of N,N-dimethylformamide and 75 ml of toluene is agitated under nitrogen atmosphere. 9.32 g (80.6 mmol) of potassium t-butoxide is added with vigorous stirring and the mixture is heated to reflux. An azeotrope of t-butanol and toluene (85 ml) is collected at temperatures of 120° C. to 135° C. and is discarded. The mixture is cooled to ambient temperature, and a solution of 1... Reactants: Cc1csc(C(=O)O)n1, COc1cccc(C(Oc2ccc3c(cnn3-c3ccc(F)cc3)c2)C(C)N)c1. Yields the product COc1cccc(C(Oc2ccc3c(cnn3-c3ccc(F)cc3)c2)C(C)NC(=O)c2nc(C)cs2)c1. RXN SMILES: [CH3:30][c:31]1[n:32][c:33]([C:36](=[O:37])[OH:38])[s:34][cH:35]1.[F:1][c:2]1[cH:3][cH:4][c:5](-[n:8]2[n:9][cH:10][c:11]3[cH:12][c:13]([O:17][CH:18]([CH:19]([CH3:20])[NH2:21])[c:22]4[cH:23][c:24]([O:28][CH3:29])[cH:25][cH:26][cH:27]4)[cH:14][cH:15][c:16]23)[cH:6][cH:7]1>>[F:1][c:2]1[cH:3][cH:4][c:5](-[n:8]2[n:9][cH:10][c:11]3[cH:12][c:13]([O:17][CH:18]([CH:19]([CH3:20])[NH:21][C:36]([c:33]4[n:32][c:31]([CH3:30])[cH:35][s:34]4)=[O:37])[c:22]4[cH:23][c:24]([O:28][CH3:29])[cH:25][cH:26][cH:27]4)[cH:14][cH:15][c:16]23)[cH:6][cH:7]1.